The task is: describe an organic reaction: reactants, conditions, products, and yield. This data is from the Open Reaction Database (ORD), a public repository of structured organic reaction records. The reactants are CCO, Cl, Cc1ccc([N+](=O)[O-])cc1C(=O)O. Product: Cl, Cc1ccc(N)cc1C(=O)O. As a reaction SMILES: [CH3:15][CH2:16][OH:17].[ClH:14].[N+:1]([O-:2])(=[O:3])[c:4]1[cH:5][cH:6][c:7]([CH3:13])[c:8]([C:9](=[O:10])[OH:11])[cH:12]1>>[ClH:14].[NH2:1][c:4]1[cH:5][cH:6][c:7]([CH3:13])[c:8]([C:9](=[O:10])[OH:11])[cH:12]1. Reactants: ClC1=CC(=C(C(=O)N(C)C2=C(C=CC=C2)OC)C=C1C=1C=NC(=CC1C#N)C(F)(F)F)O (4-chloro-5-(4-cyano-6-trifluoromethyl-pyridin-3-yl)-2-hydroxy-N-(2-methoxy-phenyl)-N-methyl-benzamide), O1N=CC(=C1)CCCO (3-isoxazol-4-yl-propan-1-ol), C1(=CC=CC=C1)P(C1=CC=CC=C1)C1=CC=CC=C1 (triphenylphosphine), CC(C)OC(=O)/N=N/C(=O)OC(C)C (DIAD). As a reaction SMILES: [Cl:1][C:2]1[C:19]([C:20]2[CH:21]=[N:22][C:23]([C:28]([F:31])([F:30])[F:29])=[CH:24][C:25]=2[C:26]#[N:27])=[CH:18][C:5]([C:6]([N:8]([C:10]2[CH:15]=[CH:14][CH:13]=[CH:12][C:11]=2[O:16][CH3:17])[CH3:9])=[O:7])=[C:4]([OH:32])[CH:3]=1.[O:33]1[CH:37]=[C:36]([CH2:38][CH2:39][CH2:40]O)[CH:35]=[N:34]1.C1(P(C2C=CC=CC=2)C2C=CC=CC=2)C=CC=CC=1.CC(OC(/N=N/C(OC(C)C)=O)=O)C>C1COCC1>[Cl:1][C:2]1[C:19]([C:20]2[CH:21]=[N:22][C:23]([C:28]([F:29])([F:30])[F:31])=[CH:24][C:25]=2[C:26]#[N:27])=[CH:18][C:5]([C:6]([N:8]([C:10]2[CH:15]=[CH:14][CH:13]=[CH:12][C:11]=2[O:16][CH3:17])[CH3:9])=[O:7])=[C:4]([O:32][CH2:40][CH2:39][CH2:38][C:36]2[CH:35]=[N:34][O:33][CH:37]=2)[CH:3]=1. Run in C1CCOC1 (THF). Product: ClC1=CC(=C(C(=O)N(C)C2=C(C=CC=C2)OC)C=C1C=1C=NC(=CC1C#N)C(F)(F)F)OCCCC=1C=NOC1 (4-chloro-5-(4-cyano-6-trifluoromethyl-pyridin-3-yl)-2-(3-isoxazol-4-yl-propoxy)-N-(2-methoxyphenyl)-N-methyl-benzamide). Reaction conditions: time 8 hour. Procedure details: To a solution of 4-chloro-5-(4-cyano-6-trifluoromethyl-pyridin-3-yl)-2-hydroxy-N-(2-methoxy-phenyl)-N-methyl-benzamide (30 mg, 0.065 mmol) in THF (700 μL), 3-isoxazol-4-yl-propan-1-ol (9 mg, 0.071 mmol), triphenylphosphine (26 mg, 0.089 mmol) and DIAD (20 μL, 0.098 mmol) were added. The mixture was stirred at rt overnight, concentrated, diluted with 1 mL MeOH and purified by prep HPLC to give 4-chloro-5-(4-cyano-6-trifluoromethyl-pyridin-3-yl)-2-(3-isoxazol-4-yl-propoxy)-N-(2-methoxyphenyl)-N-me... The reactants are CC1=CC=CC(=N1)C=O (6-methylpyridine-2-carboxaldehyde), N1CCCC1 (pyrrolidine). Reagents/catalysts: [Pt]=O (platinum oxide). Solvent: C(C)O (ethanol). Conditions: time 30 minute. Yields the product CC1=NC(=CC=C1)CN1CCCC1 (2-Methyl-6-(1-pyrrolidinylmethyl)pyridine). Isolated yield 65.9%. RXN SMILES: [CH3:1][C:2]1[N:7]=[C:6]([CH:8]=O)[CH:5]=[CH:4][CH:3]=1.[NH:10]1[CH2:14][CH2:13][CH2:12][CH2:11]1>C(O)C.[Pt]=O>[CH3:1][C:2]1[CH:3]=[CH:4][CH:5]=[C:6]([CH2:8][N:10]2[CH2:14][CH2:13][CH2:12][CH2:11]2)[N:7]=1. Procedure details: A mixture of 6-methylpyridine-2-carboxaldehyde (1.2 g), pyrrolidine (0.78 g) and platinum oxide (0.15 g) in ethanol (50 ml) was hydrogenated at atmospheric pressure for 30 min. The catalyst was filtered off and the filtrate was evaporated. The residue (1.6 g) was purified by chromatography on alumina (60 g, Type UGI), eluting with ether-hexane (1:1) to give the title compound as a colourless mobile oil (1.15 g). Reactants: C(C)(C)(C)OC(/C(/CCO)=C/C1=CC(=C(C=C1)N1C=NC(=C1)C)OC)=O ((E)-4-hydroxy-2-[3-methoxy-4-(4-methyl-1H-imidazol-1-yl)benzylidene]butyric acid tert-butyl ester), C1(=CC=CC=C1)P(C1=CC=CC=C1)C1=CC=CC=C1 (triphenylphosphine), C1(C=2C(C(N1)=O)=CC=CC2)=O (phthalimide), N(=NC(=O)OC(C)C)C(=O)OC(C)C (diisopropyl azodicarboxylate). Solvent: C1CCOC1 (THF). Product: C(C)(C)(C)OC(/C(/CCN1C(C2=CC=CC=C2C1=O)=O)=C/C1=CC(=C(C=C1)N1C=NC(=C1)C)OC)=O ((E)-4-(1,3-dioxo-1,3-dihydro-isoindol-2-yl)-2-[3-methoxy-4-(4-methyl-1H-imidazol-1-yl)benzylidene]butyric acid tert-butyl ester). Yield: 87.5%. Reaction SMILES: [C:1]([O:5][C:6](=[O:26])/[C:7](=[CH:11]/[C:12]1[CH:17]=[CH:16][C:15]([N:18]2[CH:22]=[C:21]([CH3:23])[N:20]=[CH:19]2)=[C:14]([O:24][CH3:25])[CH:13]=1)/[CH2:8][CH2:9]O)([CH3:4])([CH3:3])[CH3:2].C1(P(C2C=CC=CC=2)C2C=CC=CC=2)C=CC=CC=1.[C:46]1(=[O:56])[NH:50][C:49](=[O:51])[C:48]2=[CH:52][CH:53]=[CH:54][CH:55]=[C:47]12.N(C(OC(C)C)=O)=NC(OC(C)C)=O>C1COCC1>[C:1]([O:5][C:6](=[O:26])/[C:7](=[CH:11]/[C:12]1[CH:17]=[CH:16][C:15]([N:18]2[CH:22]=[C:21]([CH3:23])[N:20]=[CH:19]2)=[C:14]([O:24][CH3:25])[CH:13]=1)/[CH2:8][CH2:9][N:50]1[C:46](=[O:56])[C:47]2[C:48](=[CH:52][CH:53]=[CH:54][CH:55]=2)[C:49]1=[O:51])([CH3:2])([CH3:4])[CH3:3]. Procedure: To an anhydrous THF (3.0 mL) solution of (E)-4-hydroxy-2-[3-methoxy-4-(4-methyl-1H-imidazol-1-yl)benzylidene]butyric acid tert-butyl ester (100 mg), triphenylphosphine (87.8 mg), phthalimide (49.3 mg) and diisopropyl azodicarboxylate (77.0 μL) were added one by one. After agitating reaction solution at room temperature for 1.5 hours, reaction solution was concentrated under reduced pressure as it was, the residue was purified by silica gel chromatography (elution solvent: ethyl acetate), and 119... Reactants: O=C([O-])[O-], COC1OC(c2nnc[nH]2)C2OC(C)(C)OC12, CC(C)=O, CCI, [K+], [K+]. The product is CCn1cnc(C2OC(OC)C3OC(C)(C)OC23)n1. As a reaction SMILES: [C:18](=[O:19])([O-:20])[O-:21].[CH3:1][O:2][CH:3]1[O:4][CH:5]([c:13]2[n:14][n:15][cH:16][nH:17]2)[CH:6]2[CH:7]1[O:8][C:9]([CH3:11])([CH3:12])[O:10]2.[CH3:27][C:28](=[O:29])[CH3:30].[I:24][CH2:25][CH3:26].[K+:22].[K+:23]>>[CH3:1][O:2][CH:3]1[O:4][CH:5]([c:13]2[n:14][n:15]([CH2:25][CH3:26])[cH:16][n:17]2)[CH:6]2[CH:7]1[O:8][C:9]([CH3:11])([CH3:12])[O:10]2. The reactants are C1COCCO1, CC1(C)Cc2ccccc2C1n1cncc1CO. Product: CC1(C)Cc2ccccc2C1n1cncc1C=O. Reaction SMILES: [CH2:19]1[O:20][CH2:21][CH2:22][O:23][CH2:24]1.[CH3:1][C:2]1([CH3:18])[CH:3]([n:11]2[cH:12][n:13][cH:14][c:15]2[CH2:16][OH:17])[c:4]2[cH:5][cH:6][cH:7][cH:8][c:9]2[CH2:10]1>>[CH3:1][C:2]1([CH3:18])[CH:3]([n:11]2[cH:12][n:13][cH:14][c:15]2[CH:16]=[O:17])[c:4]2[cH:5][cH:6][cH:7][cH:8][c:9]2[CH2:10]1.